From a dataset of the Open Reaction Database (ORD), a public repository of structured organic reaction records. describe an organic reaction: reactants, conditions, products, and yield Starting materials: CC(=O)C (acetone), ClC=1C(=CC2=C(SC=C2)C1Cl)O (6,7-dichloro-5-hydroxybenzo[b]thiophene), C(CCC)[Li] (n-butyllithium), C(Cl)(Cl)(Cl)Cl.C(=O)=O (carbon tetrachloride dry ice). Run in O1CCCC1 (tetrahydrofuran), O (water), O1CCCC1 (tetrahydrofuran), C(C)(=O)O (acetic acid). Run at time 4 hour. Yields the product ClC=1C(=CC2=C(SC(=C2)C(O)(C)C)C1Cl)O (6,7-dichloro-5-hydroxy-α,α-dimethylbenzo[b]thiophene-2-methanol). Reaction SMILES: [Cl:1][C:2]1[C:3]([OH:12])=[CH:4][C:5]2[CH:9]=[CH:8][S:7][C:6]=2[C:10]=1[Cl:11].C([Li])CCC.C(Cl)(Cl)(Cl)Cl.C(=O)=O.[CH3:26][C:27]([CH3:29])=[O:28]>O1CCCC1.C(O)(=O)C.O>[Cl:1][C:2]1[C:3]([OH:12])=[CH:4][C:5]2[CH:9]=[C:8]([C:27]([CH3:29])([CH3:26])[OH:28])[S:7][C:6]=2[C:10]=1[Cl:11] |f:2.3|. Procedure details: To a solution of 6,7-dichloro-5-hydroxybenzo[b]thiophene in 28 ml of dried tetrahydrofuran at -28° is added 21 ml of 2.5M n-butyllithium, maintaining the temperature below -18°. Following the addition, the carbon tetrachloride-dry ice bath is replaced with an ice-water bath and the mixture is stirred at 0°-5° for about 4 hrs. A solution of 3.3 ml of acetone in 10 ml tetrahydrofuran is added dropwise. After stirring for one hr, the solution is poured onto 100 ml of water and acidified to pH=5-6 w... Starting materials: CC(=O)O, CO, O=Cc1cc(F)ccc1F, Nc1cccc(C(=O)c2cn(C3CCCC3)c3ncnc(N)c23)c1. The product is Nc1ncnc2c1c(C(=O)c1cccc(NCc3cc(F)ccc3F)c1)cn2C1CCCC1. Reaction SMILES: [C:35]([OH:36])(=[O:37])[CH3:38].[CH3:39][OH:40].[F:1][c:2]1[c:3]([CH:4]=[O:5])[cH:6][c:7]([F:10])[cH:8][cH:9]1.[NH2:11][c:12]1[c:13]2[c:14]([n:15][cH:16][n:17]1)[n:18]([CH:30]1[CH2:31][CH2:32][CH2:33][CH2:34]1)[cH:19][c:20]2[C:21](=[O:22])[c:23]1[cH:24][c:25]([NH2:29])[cH:26][cH:27][cH:28]1>>[F:1][c:2]1[c:3]([CH2:4][NH:29][c:25]2[cH:24][c:23]([C:21]([c:20]3[c:13]4[c:12]([NH2:11])[n:17][cH:16][n:15][c:14]4[n:18]([CH:30]4[CH2:31][CH2:32][CH2:33][CH2:34]4)[cH:19]3)=[O:22])[cH:28][cH:27][cH:26]2)[cH:6][c:7]([F:10])[cH:8][cH:9]1. Reactants: S(=O)([O-])[O-].[Na+].[Na+] (sodium sulfite), [C@H]12C(C[C@H](CC1)C2)C(=O)O ((1S,4R)-bicyclo[2.2.1]heptane-2-carboxylic acid), BrBr (bromine), Ice, crude product, CC(=O)OC=C.C=CCl (Tygon), P(Cl)(Cl)Cl (phosphorus-trichloride). The reagents and catalysts are ClP(Cl)Cl (Trichlorophosphine). Run in CCOCC (ether). Reaction conditions: time 8 hour. Yields the product BrC1C2(CC[C@H](C1)C2)C(=O)O ((4S)-2-bromobicyclo[2.2.1]heptane-1-carboxylic acid). As a reaction SMILES: [C@@H:1]12[CH2:7][C@@H:4]([CH2:5][CH2:6]1)[CH2:3][CH:2]2C(O)=O.[Br:11]Br.C[C:14]([O:16]C=C)=[O:15].C=CCl.S([O-])([O-])=O.[Na+].[Na+].P(Cl)(Cl)Cl>CCOCC.ClP(Cl)Cl>[Br:11][CH:2]1[CH2:3][C@@H:4]2[CH2:7][C:1]1([C:14]([OH:16])=[O:15])[CH2:6][CH2:5]2 |f:2.3,4.5.6|. Reported procedure: To a 50 mL round-bottomed flask was added (1S,4R)-bicyclo[2.2.1]heptane-2-carboxylic acid (9.84 g, 70 mmol) and bromine (4.10 ml, 80 mmol). The suspension was stirred at room temperature until dissolution. Trichlorophosphine (0.30 ml, 3.4 mmol) was then added slowly and drop wise (significant exotherm observed). A reflux condenser was fitted to the flask with a nitrogen gas inlet and gas outlet (Tygon tubing) running into a scrubber solution of sodium sulfite (1 M, 200 mL). After the addition wa... Starting materials: C1(=CC=CC=C1)C=1N=CC(N=C2C1C=CC=C2)=O (5-phenyl-1,4-benzodiazepine-2-one), C([O-])([O-])=O.[Cs+].[Cs+] (cesium carbonate), FC(CI)(F)F (trifluoroethyl iodide), O (water). Procedure: A solution of 5-phenyl-1,4-benzodiazepine-2-one (50 g, 0.211 mole) in DMF (100 mL) was treated with cesium carbonate (103.5 g, 0.317 mole) and trifluoroethyl iodide (109.7 g, 0.525 mole). The mixture was stirred at 50° C.-60° C. overnight. The reaction mixture was then poured into water (2 L) and extracted with ethyl acetate (3×1 L). The combined ethyl acetate fractions were dried over anhydrous magnesium sulfate, filtered and concentrated at reduced pressure. The material was chromatographed on... Run in CN(C)C=O (DMF). The product is FC(CN1C(CN=C(C2=C1C=CC=C2)C2=CC=CC=C2)=O)(F)F (2,3-Dihydro-1-(2,2,2-trifluoroethyl)-2-oxo-5-phenyl-1H-1,4-benzodiazepine). Run at time 8 hour. As a reaction SMILES: [C:1]1([C:7]2[N:8]=[CH:9][C:10](=[O:18])[N:11]=[C:12]3[CH:17]=[CH:16][CH:15]=[CH:14][C:13]=23)[CH:6]=[CH:5][CH:4]=[CH:3][CH:2]=1.C(=O)([O-])[O-].[Cs+].[Cs+].[F:25][C:26]([F:30])([F:29])[CH2:27]I.O>CN(C=O)C>[F:25][C:26]([F:30])([F:29])[CH2:27][N:11]1[C:12]2[CH:17]=[CH:16][CH:15]=[CH:14][C:13]=2[C:7]([C:1]2[CH:2]=[CH:3][CH:4]=[CH:5][CH:6]=2)=[N:8][CH2:9][C:10]1=[O:18] |f:1.2.3|.